describe an organic reaction: reactants, conditions, products, and yield From a dataset of the Open Reaction Database (ORD), a public repository of structured organic reaction records. Starting materials: CN(C)C=O (DMF), O=C1C2=C(N=C(N1)COCC(=O)OCCCC)SC1=C2CCCC1 (AC), S(=O)(Cl)Cl (thionyl chloride). Conditions: time 2 hour. Yields the product ClC=1C2=C(N=C(N1)COCC(=O)OCCCC)SC1=C2CCCC1 (butyl (4-chloro-5,6,7,8-tetrahydrobenzo[4,5]thieno[2,3-d]pyrimidin-2-ylmethoxy)acetate). RXN SMILES: CN(C=O)C.O=[C:7]1[NH:12][C:11]([CH2:13][O:14][CH2:15][C:16]([O:18][CH2:19][CH2:20][CH2:21][CH3:22])=[O:17])=[N:10][C:9]2[S:23][C:24]3[CH2:29][CH2:28][CH2:27][CH2:26][C:25]=3[C:8]1=2.S(Cl)([Cl:32])=O>>[Cl:32][C:7]1[C:8]2[C:25]3[CH2:26][CH2:27][CH2:28][CH2:29][C:24]=3[S:23][C:9]=2[N:10]=[C:11]([CH2:13][O:14][CH2:15][C:16]([O:18][CH2:19][CH2:20][CH2:21][CH3:22])=[O:17])[N:12]=1. Reported procedure: 1.7 g of sodium hydride (50% suspension) are added to a solution of 5.0 g of “AB” and 2.8 g of butyl glycolate in 100 ml of THF, and the mixture is refluxed for 3 hours. The solvent is removed, and the mixture is subjected to conventional work-up, giving 5.0 g of butyl (4-oxo-3,4,5,6,7,8-hexahydrobenzo[4,5]thieno[2,3-d]pyrimidin-2-ylmethoxy)acetate (“AC”). 1 ml of DMF is added to a solution of 5.0 g of “AC” in 50 ml of thionyl chloride, and the mixture is stirred at 45° for 2 hours. After the so... The reactants are ClC(F)F (Chlorodifluoromethane), [K] (potassium), ON=C(C#N)C1=C(C=CC=C1)C (α-hydroxyimino-o-tolylacetonitrile), C1COCCOCCOCCOCCOCCO1 (18-crown-6), [OH-].[Na+] (sodium hydroxide), Cl (hydrochloric acid). Solvent: O1CCOCC1 (dioxane), O (water). Run at time 3 hour. The product is FC(ON=C(C#N)C1=C(C=CC=C1)C)F (α-difluoromethoxyimino-o-tolylacetonitrile). As a reaction SMILES: Cl[CH:2]([F:4])[F:3].[K].[OH:6][N:7]=[C:8]([C:11]1[CH:16]=[CH:15][CH:14]=[CH:13][C:12]=1[CH3:17])[C:9]#[N:10].C1OCCOCCOCCOCCOCCOC1.[OH-].[Na+].Cl>O.O1CCOCC1>[F:3][CH:2]([F:4])[O:6][N:7]=[C:8]([C:11]1[CH:16]=[CH:15][CH:14]=[CH:13][C:12]=1[CH3:17])[C:9]#[N:10] |f:4.5,^1:4|. Procedure: Chlorodifluoromethane is passed at 20° C. into a suspension of 18.5 g of the potassium salt of α-hydroxyimino-o-tolylacetonitrile, 1.0 g of 18-crown-6 and 185 ml of dioxane. Simultaneously a solution of 15.96 g of sodium hydroxide in 16.1 ml of water is added dropwise thereto. After subsequently stirring for 3 hours, the reaction mixture is poured onto ice-water and acidified with 2N hydrochloric acid. After extraction with ethyl acetate, the combined organic phases are washed with a saturated s...